This data is from the Open Reaction Database (ORD), a public repository of structured organic reaction records. The task is: describe an organic reaction: reactants, conditions, products, and yield Starting materials: N1=CC(=CC=C1)N1N=CC(=C1)C1=CC=CC(=N1)C(N)=S (6-(1-pyridin-3-yl-1H-pyrazol-4-yl)pyridine-2-carbothioamide), NO (hydroxylamine). The solvent is O1CCOCC1.C1CCOC1 (dioxane THF). Reaction conditions: temperature 60 celsius, time 1 hour. Yields the product ONC(=N)C1=NC(=CC=C1)C=1C=NN(C1)C=1C=NC=CC1 (N-Hydroxy-6-(1-pyridin-3-yl-1H-pyrazol-4-yl)pyridine-2-carboxamidine). As a reaction SMILES: [N:1]1[CH:6]=[CH:5][CH:4]=[C:3]([N:7]2[CH:11]=[C:10]([C:12]3[N:17]=[C:16]([C:18](=S)[NH2:19])[CH:15]=[CH:14][CH:13]=3)[CH:9]=[N:8]2)[CH:2]=1.[NH2:21][OH:22]>O1CCOCC1.C1COCC1>[OH:22][NH:21][C:18]([C:16]1[CH:15]=[CH:14][CH:13]=[C:12]([C:10]2[CH:9]=[N:8][N:7]([C:3]3[CH:2]=[N:1][CH:6]=[CH:5][CH:4]=3)[CH:11]=2)[N:17]=1)=[NH:19] |f:2.3|. Procedure details: With heating, 0.4 g (1.4 mmol) of 6-(1-pyridin-3-yl-1H-pyrazol-4-yl)pyridine-2-carbothioamide were dissolved in 40 ml of dioxane-THF 1:3, 0.4 ml of hydroxylamine (50% strength aqueous solution, corresponds to 6.8 mmol) was added and the mixture was stirred at 60° C. for 1 h and then concentrated by evaporation. The crude product obtained in this manner was not purified any further.